From a dataset of the Open Reaction Database (ORD), a public repository of structured organic reaction records. describe an organic reaction: reactants, conditions, products, and yield RXN SMILES: [C:16]([CH3:17])([CH3:18])([CH3:19])[O:20][C:21]([CH2:22][S:23](=[O:24])(=[O:25])[Cl:26])=[O:27].[CH3:28][N:29]([c:30]1[cH:31][cH:32][n:33][cH:34][cH:35]1)[CH3:36].[CH:1]([CH3:2])([CH3:3])[c:4]1[cH:5][cH:6][c:7](-[c:10]2[n:11][c:12]([NH2:15])[s:13][cH:14]2)[cH:8][cH:9]1>>[CH:1]([CH3:2])([CH3:3])[c:4]1[cH:5][cH:6][c:7](-[c:10]2[n:11][c:12]([NH:15][S:23]([CH2:22][C:21]([O:20][C:16]([CH3:17])([CH3:18])[CH3:19])=[O:27])(=[O:24])=[O:25])[s:13][cH:14]2)[cH:8][cH:9]1. Product: CC(C)c1ccc(-c2csc(NS(=O)(=O)CC(=O)OC(C)(C)C)n2)cc1. Reactants: CC(C)(C)OC(=O)CS(=O)(=O)Cl, CN(C)c1ccncc1, CC(C)c1ccc(-c2csc(N)n2)cc1. The reactants are CON(C(CNC(OC(C)(C)C)=O)=O)C (tert-butyl N-[2-(methoxy(methyl)amino)-2-oxo-ethyl]carbamate), C(C)(C)[Mg]Cl (isopropylmagnesium chloride), C1(CC1)[Mg]Br (cyclopropylmagnesium bromide). Run in C1CCOC1 (THF), C1CCOC1 (THF), C1CCOC1 (THF). Conditions: temperature 10 celsius, time 24 hour. Yields the product C1(CC1)C(CNC(OC(C)(C)C)=O)=O (tert-butyl N-(2-cyclopropyl-2-oxo-ethyl)carbamate). Isolated yield 100.0%. As a reaction SMILES: CON(C)[C:4](=[O:14])[CH2:5][NH:6][C:7](=[O:13])[O:8][C:9]([CH3:12])([CH3:11])[CH3:10].[CH:16]([Mg]Cl)([CH3:18])[CH3:17].C1([Mg]Br)CC1>C1COCC1>[CH:16]1([C:4](=[O:14])[CH2:5][NH:6][C:7](=[O:13])[O:8][C:9]([CH3:10])([CH3:11])[CH3:12])[CH2:18][CH2:17]1. Procedure: To a solution of tert-butyl N-[2-(methoxy(methyl)amino)-2-oxo-ethyl]carbamate (2,455.3 g, 11.25 mol) in THF (9.0 L) is added 2.0M isopropylmagnesium chloride in THF (5.34 L, 10.69 mol) at −30° C. via an addition funnel over a period of 60 min such that the internal temperature does not exceed 0° C. The mixture is then warmed slowly to 10° C. and 0.5M cyclopropylmagnesium bromide in THF (27.0 L, 13.50 mol) is added via an addition funnel over a period of 1 h. The mixture is stirred at room temp 2... The reactants are C(=O)(C(F)(F)F)O (TFA), BrC=1C(=C2C(=NC1)NC=C2NC(C2=CN=CC=C2)=O)F (N-(5-Bromo-4-fluoro-1H-pyrrolo[2,3-b]pyridin-3-yl)nicotinamide), CN(C(OC(C)(C)C)=O)C1CNCC1 (tert-butyl methyl(pyrrolidin-3-yl)carbamate), CCN(C(C)C)C(C)C (DIEA). Run in CCCCO (n-BuOH), C(Cl)Cl (DCM). Conditions: time 1 hour. Yields the product BrC=1C(=C2C(=NC1)NC=C2NC(C2=CN=CC=C2)=O)N2CC(CC2)NC (N-(5-Bromo-4-(3-(methylamino)pyrrolidin-1-yl)-1H-pyrrolo[2,3-b]pyridin-3-yl)nicotinamide). Yield: 74.6%. Reaction SMILES: [Br:1][C:2]1[C:3](F)=[C:4]2[C:10]([NH:11][C:12](=[O:19])[C:13]3[CH:18]=[CH:17][CH:16]=[N:15][CH:14]=3)=[CH:9][NH:8][C:5]2=[N:6][CH:7]=1.[CH3:21][N:22]([CH:30]1[CH2:34][CH2:33][NH:32][CH2:31]1)C(=O)OC(C)(C)C.CCN(C(C)C)C(C)C.C(O)(C(F)(F)F)=O>CCCCO.C(Cl)Cl>[Br:1][C:2]1[C:3]([N:32]2[CH2:33][CH2:34][CH:30]([NH:22][CH3:21])[CH2:31]2)=[C:4]2[C:10]([NH:11][C:12](=[O:19])[C:13]3[CH:18]=[CH:17][CH:16]=[N:15][CH:14]=3)=[CH:9][NH:8][C:5]2=[N:6][CH:7]=1. Reported procedure: N-(5-Bromo-4-fluoro-1H-pyrrolo[2,3-b]pyridin-3-yl)nicotinamide (100 mg, 0.30 mmol), tert-butyl methyl(pyrrolidin-3-yl)carbamate (240 mg, 1.19 mmol) and DIEA (0.0520 mL, 0.30 mmol) in n-BuOH (3 mL) were stirred at 143° C. (bath) for 24 hours. The solvent was removed. The residue was dissolved in ethyl acetate (20 mL), washed with water (10 mL), brine (10 mL), and dried over sodium sulfate. After removal of the solvent, the residue was purified by chromatography (ethyl acetate:MeOH, 10:1) to give ...